From a dataset of the Open Reaction Database (ORD), a public repository of structured organic reaction records. describe an organic reaction: reactants, conditions, products, and yield Starting materials: COC1=CC=C(C=C1)CC(=O)O (p-methoxyphenylacetic acid), C(CC)(=O)O (propionic acid). The product is COC1=CC=C(C=C1)C(C(=O)O)C (2-(4-Methoxyphenyl)propionic acid). Yield: 73.0%. As a reaction SMILES: [CH3:1][O:2][C:3]1[CH:8]=[CH:7][C:6]([CH2:9][C:10]([OH:12])=[O:11])=[CH:5][CH:4]=1.[C:13](O)(=O)CC>>[CH3:1][O:2][C:3]1[CH:4]=[CH:5][C:6]([CH:9]([CH3:13])[C:10]([OH:12])=[O:11])=[CH:7][CH:8]=1. Reported procedure: The titled compound was prepared from p-methoxyphenylacetic acid in 73% yield in the same manner as the preparation of 22-chlorophenyl)propionic acid in Example 184a. MS (ESI) 181 (MH+) Reactants: COCCBr, C1CCOC1, CC(C)(C)[O-], [K+], COC(=O)CCSc1cnc(Nc2nc(C3COC4(CCCCC4)O3)ns2)c(Oc2c(C)nn(C)c2C)c1, CN(C)C=O. Product: COCCSc1cnc(Nc2nc(C3COC4(CCCCC4)O3)ns2)c(Oc2c(C)nn(C)c2C)c1. Reaction SMILES: [Br:45][CH2:46][CH2:47][O:48][CH3:49].[CH2:55]1[O:56][CH2:57][CH2:58][CH2:59]1.[CH3:39][C:40]([O-:41])([CH3:42])[CH3:43].[K+:44].[O:1]1[CH:2]([c:11]2[n:12][s:13][c:14]([NH:16][c:17]3[c:18]([O:30][c:31]4[c:32]([CH3:38])[n:33][n:34]([CH3:37])[c:35]4[CH3:36])[cH:19][c:20]([S:23][CH2:24][CH2:25][C:26]([O:27][CH3:28])=[O:29])[cH:21][n:22]3)[n:15]2)[CH2:3][O:4][C:5]12[CH2:6][CH2:7][CH2:8][CH2:9][CH2:10]2.[O:50]=[CH:51][N:52]([CH3:53])[CH3:54]>>[O:1]1[CH:2]([c:11]2[n:12][s:13][c:14]([NH:16][c:17]3[c:18]([O:30][c:31]4[c:32]([CH3:38])[n:33][n:34]([CH3:37])[c:35]4[CH3:36])[cH:19][c:20]([S:23][CH2:46][CH2:47][O:48][CH3:49])[cH:21][n:22]3)[n:15]2)[CH2:3][O:4][C:5]12[CH2:6][CH2:7][CH2:8][CH2:9][CH2:10]2. Reaction SMILES: [OH:1][C@:2]1([CH2:9][NH:10][C:11]([C:13]2[C:14]3[CH:15]=[CH:16][C:17](Cl)=[N:18][C:19]=3[CH:20]=[CH:21][C:22]=2[Cl:23])=[O:12])[CH2:7][CH2:6][CH2:5][C@@H:4]([CH3:8])[CH2:3]1.CCN(C(C)C)C(C)C.[F:34][C@H:35]1[CH2:39][CH2:38][NH:37][CH2:36]1>>[OH:1][C:2]1([CH2:9][NH:10][C:11]([C:13]2[C:14]3[CH:15]=[CH:16][C:17]([N:37]4[CH2:38][CH2:39][C@H:35]([F:34])[CH2:36]4)=[N:18][C:19]=3[CH:20]=[CH:21][C:22]=2[Cl:23])=[O:12])[CH2:7][CH2:6][CH2:5][CH:4]([CH3:8])[CH2:3]1. Procedure details: The title compound was synthesized according to the procedure described in example 1 using 2,6-dichloro-quinoline-5-carboxylic acid ((1R,3R)-1-hydroxy-3methyl-cyclohexylmethyl)-amide, DIPEA and (S)-3-fluoropyrrolidine. 1H NMR (400 MHz, DMSO-d6) δ ppm 8.75 (1H), 7.85 (m, 1H), 7.58 (2H), 7.05 (1H), 5.43-5.56 (1H), 4.16 (s, 1H), 3.89 (m, 2H), 3.70 (m, 1H), 3.55 (m, 1H), 3.26 (m, 2H), 2.44 (m, 2H), 2.06 (m, 2H), 1.85 (m, 2H), 1.74-1.76 (m, 5H), 1.27-1.32 (m, 1H), 0.83 (d, 3H). m/z: 420 [M+H] Reactants: O[C@]1(C[C@@H](CCC1)C)CNC(=O)C=1C=2C=CC(=NC2C=CC1Cl)Cl (2,6-dichloro-quinoline-5-carboxylic acid ((1R,3R)-1-hydroxy-3methyl-cyclohexylmethyl)-amide), CCN(C(C)C)C(C)C (DIPEA), F[C@@H]1CNCC1 ((S)-3-fluoropyrrolidine). Yields the product OC1(CC(CCC1)C)CNC(=O)C=1C=2C=CC(=NC2C=CC1Cl)N1C[C@H](CC1)F (6-Chloro-2-(3-(S)-fluoropyrrolidin-1-yl)-quinoline-5-carboxylic acid (1-hydroxy-3-methyl-cyclohexylmethyl)-amide). Starting materials: CCOC(=O)c1ccc([N+](=O)[O-])cc1OCC, CCO, [Cl-], [Fe], [NH4+]. Yields the product CCOC(=O)c1ccc(N)cc1OCC. As a reaction SMILES: [CH2:1]([CH3:2])[O:3][c:4]1[c:5]([C:6](=[O:7])[O:8][CH2:9][CH3:10])[cH:11][cH:12][c:13]([N+:15]([O-:16])=[O:17])[cH:14]1.[CH3:20][CH2:21][OH:22].[Cl-:18].[Fe:23].[NH4+:19]>>[CH2:1]([CH3:2])[O:3][c:4]1[c:5]([C:6](=[O:7])[O:8][CH2:9][CH3:10])[cH:11][cH:12][c:13]([NH2:15])[cH:14]1. Reactants: COC=CC(=O)OC, Cn1c(-c2ccccc2)cc2ccccc21, CCOC(C)=O, CC(=O)O, O, O=P(Cl)(Cl)Cl. The product is COC(=O)C=Cc1c(-c2ccccc2)n(C)c2ccccc12. RXN SMILES: [CH3:17][O:18][CH:19]=[CH:20][C:21](=[O:22])[O:23][CH3:24].[CH3:1][n:2]1[c:3](-[c:11]2[cH:12][cH:13][cH:14][cH:15][cH:16]2)[cH:4][c:5]2[cH:6][cH:7][cH:8][cH:9][c:10]12.[CH3:30][CH2:31][O:32][C:33](=[O:34])[CH3:35].[CH3:37][C:38](=[O:39])[OH:40].[OH2:36].[P:25]([Cl:26])([Cl:27])([Cl:28])=[O:29]>>[CH3:1][n:2]1[c:3](-[c:11]2[cH:12][cH:13][cH:14][cH:15][cH:16]2)[c:4]([CH:19]=[CH:20][C:21](=[O:22])[O:23][CH3:24])[c:5]2[cH:6][cH:7][cH:8][cH:9][c:10]12.